Task: describe an organic reaction: reactants, conditions, products, and yield. Dataset: the Open Reaction Database (ORD), a public repository of structured organic reaction records Starting materials: [OH-].[K+] (potassium hydroxide), N(=O)OCCCC (butyl nitrite), CC1=C(OCC2=C(CC#N)C=CC=C2)C=CC=C1 (2-(2-methylphenoxymethyl)benzyl cyanide), Cl (hydrochloric acid). The solvent is CC(=O)C (Acetone). Reaction conditions: time 1 hour. Yields the product ON=C(C1=C(C=CC=C1)COC1=C(C=CC=C1)C)C#N (α-hydroxyimino-2-(2-methylphenoxymethyl)benzyl cyanide). Yield: 92.4%. RXN SMILES: [OH-].[K+].[N:3](OCCCC)=[O:4].[CH3:10][C:11]1[CH:27]=[CH:26][CH:25]=[CH:24][C:12]=1[O:13][CH2:14][C:15]1[CH:23]=[CH:22][CH:21]=[CH:20][C:16]=1[CH2:17][C:18]#[N:19].Cl>CC(C)=O>[OH:4][N:3]=[C:17]([C:18]#[N:19])[C:16]1[CH:20]=[CH:21][CH:22]=[CH:23][C:15]=1[CH2:14][O:13][C:12]1[CH:24]=[CH:25][CH:26]=[CH:27][C:11]=1[CH3:10] |f:0.1|. Procedure: Acetone (5 ml), 85% potassium hydroxide (powder)(0.40 g, 6 mmol) and butyl nitrite (0.62 g, 6 mmol) were added to 2-(2-methylphenoxymethyl)benzyl cyanide (1.19 g, 5 mmol). The mixture was stirred at room temperature for 1 hour. After completion of the reaction, 1N aqueous hydrochloric acid solution (100 ml) was added. The mixture was extracted with toluene (100 ml), dried over anhydrous magnesium sulfate and concentrated under reduced pressure. The resulting residue was purified by silica gel ch... Reactants: CCn1ccc(NC(=O)c2cc(OCc3ccccc3)cc(OC(C)COC)c2)n1, C1CCOC1, CCO. Product: CCn1ccc(NC(=O)c2cc(O)cc(OC(C)COC)c2)n1. RXN SMILES: [CH2:1]([CH3:2])[n:3]1[n:4][c:5]([NH:8][C:9]([c:10]2[cH:11][c:12]([O:24][CH:25]([CH2:26][O:27][CH3:28])[CH3:29])[cH:13][c:14]([O:16][CH2:17][c:18]3[cH:19][cH:20][cH:21][cH:22][cH:23]3)[cH:15]2)=[O:30])[cH:6][cH:7]1.[CH2:31]1[O:32][CH2:33][CH2:34][CH2:35]1.[CH3:36][CH2:37][OH:38]>>[CH2:1]([CH3:2])[n:3]1[n:4][c:5]([NH:8][C:9]([c:10]2[cH:11][c:12]([O:24][CH:25]([CH2:26][O:27][CH3:28])[CH3:29])[cH:13][c:14]([OH:16])[cH:15]2)=[O:30])[cH:6][cH:7]1.